Dataset: the Open Reaction Database (ORD), a public repository of structured organic reaction records. Task: describe an organic reaction: reactants, conditions, products, and yield Starting materials: O=C(O)C(Br)c1ccc(F)cc1, O=C(Cl)C(=O)Cl, ClCCl, NC(=O)c1ccc(F)cc1N, CN(C)C=O, c1ccncc1. Yields the product NC(=O)c1ccc(F)cc1NC(=O)C(Br)c1ccc(F)cc1. As a reaction SMILES: [Br:1][CH:2]([C:3](=[O:4])[OH:5])[c:6]1[cH:7][cH:8][c:9]([F:12])[cH:10][cH:11]1.[Cl:13][C:14]([C:15]([Cl:16])=[O:17])=[O:18].[Cl:30][CH2:31][Cl:32].[NH2:19][c:20]1[c:21]([C:22](=[O:23])[NH2:24])[cH:25][cH:26][c:27]([F:29])[cH:28]1.[O:33]=[CH:34][N:35]([CH3:36])[CH3:37].[cH:38]1[cH:39][cH:40][n:41][cH:42][cH:43]1>>[Br:1][CH:2]([C:3](=[O:5])[NH:19][c:20]1[c:21]([C:22](=[O:23])[NH2:24])[cH:25][cH:26][c:27]([F:29])[cH:28]1)[c:6]1[cH:7][cH:8][c:9]([F:12])[cH:10][cH:11]1. Reactants: COC1=C(C(=CC(=C1)OC)OC)Br (2,4,6-Trimethoxybromobenzene), C1(CCCCC1)=O (Cyclohexanone), O (Water). The solvent is O1CCCC1 (THF). Conditions: temperature -30 celsius, time 30 minute. Product: COC1=C(C(=CC(=C1)OC)OC)C1=CCCCC1 (1-(2,4,6-Trimethoxyphenyl)cyclohexene). Yield: 64.7%. As a reaction SMILES: [CH3:1][O:2][C:3]1[CH:8]=[C:7]([O:9][CH3:10])[CH:6]=[C:5]([O:11][CH3:12])[C:4]=1Br.[C:14]1(=O)[CH2:19][CH2:18][CH2:17][CH2:16][CH2:15]1.O>O1CCCC1>[CH3:1][O:2][C:3]1[CH:8]=[C:7]([O:9][CH3:10])[CH:6]=[C:5]([O:11][CH3:12])[C:4]=1[C:14]1[CH2:19][CH2:18][CH2:17][CH2:16][CH:15]=1. Reported procedure: 2,4,6-Trimethoxybromobenzene (1 eqvt.) was taken in a flame dried 3-necked flask under nitrogen. Dry tetrahydrofuran (THF) (983 ml) was added and the reaction mixture was cooled to -30° C. n-BuLi (1.3 eqvt.) in hexane (commercial) was added dropwise and after the addition the reaction mixture was stirred for 30 min. Thin layer chromatographic examination at this stage indicated completion of metallation reaction. Cyclohexanone (1.1 eqvt.) diluted with equal volume of dry THF was added to the rea... Reactants: ClC1=CC=C(C=C1)B(O)O (4-chlorophenylboronic acid), COC(C1=CC(=CC=C1)CN(C1=C(C=CC=C1)I)C(C#CC(C)(C)C)=O)=O (3-{[(4,4-dimethyl-pent-2-ynoyl)-(2-iodo-phenyl)-amino]-methyl}-benzoic acid methyl ester). Product: COC(C1=CC(=CC=C1)CN1C(/C(/C2=CC=CC=C12)=C(\C(C)(C)C)/C1=CC=C(C=C1)Cl)=O)=O (3-{3-[1-(4-Chloro-phenyl)-2,2-dimethyl-prop-(E)-ylidene]-2-oxo-2,3-dihydro-indol-1-ylmethyl}-benzoic acid methyl ester). As a reaction SMILES: [Cl:1][C:2]1[CH:7]=[CH:6][C:5](B(O)O)=[CH:4][CH:3]=1.[CH3:11][O:12][C:13](=[O:37])[C:14]1[CH:19]=[CH:18][CH:17]=[C:16]([CH2:20][N:21]([C:29](=[O:36])[C:30]#[C:31][C:32]([CH3:35])([CH3:34])[CH3:33])[C:22]2[CH:27]=[CH:26][CH:25]=[CH:24][C:23]=2I)[CH:15]=1>>[CH3:11][O:12][C:13](=[O:37])[C:14]1[CH:19]=[CH:18][CH:17]=[C:16]([CH2:20][N:21]2[C:22]3[C:27](=[CH:26][CH:25]=[CH:24][CH:23]=3)/[C:30](=[C:31](\[C:5]3[CH:6]=[CH:7][C:2]([Cl:1])=[CH:3][CH:4]=3)/[C:32]([CH3:35])([CH3:34])[CH3:33])/[C:29]2=[O:36])[CH:15]=1. Procedure details: The title compound was prepared in analogy to Example 84 starting from 4-chlorophenylboronic acid (commercially available) and 3-{[(4,4-dimethyl-pent-2-ynoyl)-(2-iodo-phenyl)-amino]-methyl}-benzoic acid methyl ester. 1H NMR (400 MHz, DMSO-d6) δppm 1.36 (s, 9H) 3.84 (s, 3H) 5.07 (s, 2H) 5.30 (d, J=7.83 Hz, 1H) 6.57 (t, J=7.83 Hz, 1H) 6.88 (d, J=7.83 Hz, 1H) 7.05 (t, J=7.71 Hz, 1H) 7.21 (d, J=8.08 Hz, 2H) 7.51 (t, J=7.71 Hz, 1H) 7.57-7.64 (m, 2H) 7.87 (d, J=7.58 Hz, 1H) 7.97 (s, 1H). Starting materials: COC=1C=CC2=C(SC(=C2C(C2=CC=C(C=C2)OC2C(NCCC2)CC)=O)C2=CC=C(C=C2)OC)C1 (6-Methoxy-2-(4-methoxyphenyl)-3-(4-[2-ethylpiperidin-3-oxy]benzoyl)benzo[b]thiophene), C(C)S (ethane thiol), [Cl-].[Al+3].[Cl-].[Cl-] (aluminum chloride). Product: OC=1C=CC2=C(SC(=C2C(C2=CC=C(C=C2)OC2C(NCCC2)CC)=O)C2=CC=C(C=C2)O)C1 (6-Hydroxy-2-(4-Hydroxyphenyl)-3-(4-[2-Ethylpiperidin-3-oxy]benzoyl)benzo[b]thiophene). Isolated yield 89.9%. Reaction SMILES: C[O:2][C:3]1[CH:4]=[CH:5][C:6]2[C:10]([C:11](=[O:27])[C:12]3[CH:17]=[CH:16][C:15]([O:18][CH:19]4[CH2:24][CH2:23][CH2:22][NH:21][CH:20]4[CH2:25][CH3:26])=[CH:14][CH:13]=3)=[C:9]([C:28]3[CH:33]=[CH:32][C:31]([O:34]C)=[CH:30][CH:29]=3)[S:8][C:7]=2[CH:36]=1.C(S)C.[Cl-].[Al+3].[Cl-].[Cl-]>>[OH:2][C:3]1[CH:4]=[CH:5][C:6]2[C:10]([C:11](=[O:27])[C:12]3[CH:13]=[CH:14][C:15]([O:18][CH:19]4[CH2:24][CH2:23][CH2:22][NH:21][CH:20]4[CH2:25][CH3:26])=[CH:16][CH:17]=3)=[C:9]([C:28]3[CH:29]=[CH:30][C:31]([OH:34])=[CH:32][CH:33]=3)[S:8][C:7]=2[CH:36]=1 |f:2.3.4.5|. Procedure details: 6-Methoxy-2-(4-methoxyphenyl)-3-(4-[2-ethylpiperidin-3-oxy]benzoyl)benzo[b]thiophene (226 mg, 0.451 mmol), ethane thiol (2.25 mmol), and aluminum chloride (360 mg, 2.70 mmol) were converted to 192 mg (90%) of the title compound by the procedure of Example 16. MS(FD) 474(M+). IR (CHCl3) ν max 3380, 2970, 1597, 1467, 1255, 1165. Starting materials: C(#N)N=C(OC)C1=CC=C(C=C1)C#N (Methyl N-cyano-4-cyanobenzenecarboximidate), C(C)OCC (diethyl ether), C1(=CC=CC=C1)CCN (2-phenylethylamine). Run in CO (methanol), CO (methanol). Conditions: time 1 hour. Product: C(#N)NC(=NCCC1=CC=CC=C1)C1=CC=C(C=C1)C#N (N-cyano-N'-(2-phenylethyl)-4-cyanobenzene-carboximidamide). Yield: 93.5%. Reaction SMILES: [C:1]([N:3]=[C:4]([C:7]1[CH:12]=[CH:11][C:10]([C:13]#[N:14])=[CH:9][CH:8]=1)OC)#[N:2].[C:15]1([CH2:21][CH2:22][NH2:23])[CH:20]=[CH:19][CH:18]=[CH:17][CH:16]=1.C(OCC)C>CO>[C:1]([NH:3][C:4]([C:7]1[CH:12]=[CH:11][C:10]([C:13]#[N:14])=[CH:9][CH:8]=1)=[N:23][CH2:22][CH2:21][C:15]1[CH:20]=[CH:19][CH:18]=[CH:17][CH:16]=1)#[N:2]. Procedure: Methyl N-cyano-4-cyanobenzenecarboximidate (0.37 g, 2.0 mmol) was suspended in methanol (4 ml), and 2-phenylethylamine (0.25 g, 2.1 mmol) was added. The mixture was stirred at room temperature for 1 hour. After the reaction was completed, methanol (6 ml) and diethyl ether (10 ml) were added to the reaction solution, and deposited crystals were collected by filtration to give the title compound (0.51 g, 1.87 mmol, yield: 94%) as colorless crystals. Reaction SMILES: [CH3:1][O:2][C:3]([C:5]1[C:6]([NH2:20])=[C:7]([C:14]#[C:15][Si](C)(C)C)[CH:8]=[C:9]2[C:13]=1[NH:12][N:11]=[CH:10]2)=[O:4].[F-].C([N+](CCCC)(CCCC)CCCC)CCC.O.C(OC)(C)(C)C>O1CCCC1>[CH3:1][O:2][C:3]([C:5]1[C:6]([NH2:20])=[C:7]([C:14]#[CH:15])[CH:8]=[C:9]2[C:13]=1[NH:12][N:11]=[CH:10]2)=[O:4] |f:1.2|. Reaction conditions: time 2 hour. Procedure: To a solution of 500 mg (1.74 mmol) of 6-amino-5-trimethylsilanylethynyl-1H-indazole-7-carboxylic acid methyl ester in 17 mL of anhydrous tetrahydrofuran under an atmosphere of argon is added 2.6 mL (2.6 mmol) of a 1 M solution tetrabutylamonium fluoride in tetrahydrofuran. The reaction mixture is stirred at ambient temperature for 2 hours. Water and tert-butylmethylether are added and the two phases are separated. The aqueous layer is extracted with tert-butylmethylether. The combined organic e... Yields the product COC(=O)C=1C(=C(C=C2C=NNC12)C#C)N (6-amino-5-ethynyl-1H-indazole-7-carboxylic acid methyl ester). Reactants: O (Water), C(C)(C)(C)OC (tert-butylmethylether), COC(=O)C=1C(=C(C=C2C=NNC12)C#C[Si](C)(C)C)N (6-amino-5-trimethylsilanylethynyl-1H-indazole-7-carboxylic acid methyl ester), solution, [F-].C(CCC)[N+](CCCC)(CCCC)CCCC (tetrabutylamonium fluoride). The yield is 56.1%. The solvent is O1CCCC1 (tetrahydrofuran), O1CCCC1 (tetrahydrofuran). The reactants are C=CCOC(=O)OCC=C, O=C(Cl)c1ccccc1, [Cl-], [Cl-], [Zn+2]. Yields the product C=CCOC(=O)c1ccccc1. Reaction SMILES: [C:10]([O:11][CH2:12][CH:13]=[CH2:14])([O:15][CH2:16][CH:17]=[CH2:18])=[O:19].[C:1]([c:2]1[cH:3][cH:4][cH:5][cH:6][cH:7]1)([Cl:8])=[O:9].[Cl-:20].[Cl-:22].[Zn+2:21]>>[c:2]1([C:10]([O:15][CH2:16][CH:17]=[CH2:18])=[O:19])[cH:3][cH:4][cH:5][cH:6][cH:7]1.